From a dataset of the Open Reaction Database (ORD), a public repository of structured organic reaction records. describe an organic reaction: reactants, conditions, products, and yield Starting materials: COC([C@@H](N)COC1=CC=C(C=C1)C1=C(C2=C(S1)C=CC=C2)CC2=CC=C(C=C2)OCCN2CCCC2)=O (O-[4-[3-[4-[2-(1-Pyrrolidinyl)ethoxy]benzyl]benzo[b]-thiophen-2-yl]phenyl]-L-serine methyl ester), [H-].[Al+3].[Li+].[H-].[H-].[H-] (lithium aluminum hydride). Solvent: C1CCOC1 (THF). Product: N[C@@H](CO)COC1=CC=C(C=C1)C1=C(C2=C(S1)C=CC=C2)CC2=CC=C(C=C2)OCCN2CCCC2 ((S)-2-Amino-3-[4-[3-[4-[2-(1-pyrrolidinyl)ethoxy]benzyl]benzo[b]thiophen-2-yl]phenoxy]propanol). RXN SMILES: C[O:2][C:3](=O)[C@H:4]([CH2:6][O:7][C:8]1[CH:13]=[CH:12][C:11]([C:14]2[S:18][C:17]3[CH:19]=[CH:20][CH:21]=[CH:22][C:16]=3[C:15]=2[CH2:23][C:24]2[CH:29]=[CH:28][C:27]([O:30][CH2:31][CH2:32][N:33]3[CH2:37][CH2:36][CH2:35][CH2:34]3)=[CH:26][CH:25]=2)=[CH:10][CH:9]=1)[NH2:5].[H-].[Al+3].[Li+].[H-].[H-].[H-]>C1COCC1>[NH2:5][C@H:4]([CH2:6][O:7][C:8]1[CH:9]=[CH:10][C:11]([C:14]2[S:18][C:17]3[CH:19]=[CH:20][CH:21]=[CH:22][C:16]=3[C:15]=2[CH2:23][C:24]2[CH:25]=[CH:26][C:27]([O:30][CH2:31][CH2:32][N:33]3[CH2:34][CH2:35][CH2:36][CH2:37]3)=[CH:28][CH:29]=2)=[CH:12][CH:13]=1)[CH2:3][OH:2] |f:1.2.3.4.5.6|. Procedure: O-[4-[3-[4-[2-(1-Pyrrolidinyl)ethoxy]benzyl]benzo[b]-thiophen-2-yl]phenyl]-L-serine methyl ester in THF (4 mL) was treated with lithium aluminum hydride (22 mg) at ambient temperature under argon for 5 h. The reaction was quenched with water (0.5 mL) and sodium hydroxide solution (1.0 M, 1 mL) and stirred for 10 more min. before it was concentrated under reduced pressure. The residue was extracted with dichloromethane (20 mL×3) from brine (30 mL). The combined organic layers were dried with sodi...